Dataset: the Open Reaction Database (ORD), a public repository of structured organic reaction records. Task: describe an organic reaction: reactants, conditions, products, and yield Reactants: OC1=CC=2C3=C(N(C2C=C1)C)C(CC3)=O (7-hydroxy-4-methyl-1,4-dihydrocyclopent[b]indol-3(2H)-one), C(C#C)N (propargyl amine). The reagents and catalysts are CC([O-])C.[Ti+4].CC([O-])C.CC([O-])C.CC([O-])C (titanium (IV) isopropoxide). The solvent is C(C)#N (acetonitrile). Run at time 16 hour. The product is CN1C2=C(C=3C=C(C=CC13)O)CCC2=NC#CC (4-methyl-3-propynylimino-1,2,3,4-tetrahydrocyclopent[b]indol7-ol). Reaction SMILES: [OH:1][C:2]1[CH:10]=[CH:9][C:8]2[N:7]([CH3:11])[C:6]3[C:12](=O)[CH2:13][CH2:14][C:5]=3[C:4]=2[CH:3]=1.[CH2:16]([NH2:19])[C:17]#[CH:18]>C(#N)C.CC(C)[O-].[Ti+4].CC(C)[O-].CC(C)[O-].CC(C)[O-]>[CH3:11][N:7]1[C:8]2[CH:9]=[CH:10][C:2]([OH:1])=[CH:3][C:4]=2[C:5]2[CH2:14][CH2:13][C:12](=[N:19][C:16]#[C:17][CH3:18])[C:6]1=2 |f:3.4.5.6.7|. Reported procedure: To a stirred suspension of 7-hydroxy-4-methyl-1,4-dihydrocyclopent[b]indol-3(2H)-one (5.5 g) in acetonitrile (100 ml) was added propargyl amine (3.0 g), the solution was stirred at room temperature under a nitrogen atmosphere while titanium (IV) isopropoxide (15.6 g) was added in a dropwise manner. The mixture was stirred for 16 hours before quenching with ice water. The mixture was filtered, the solids were washed with CH2Cl2, the layers were separated and the organic portion was dried (Na2SO4)... The reactants are [BH3-]C#N, NCC(O)COCc1ccccc1, CO, [Na+], CC(=O)COc1ccc(CC2SC(=O)NC2=O)cc1. RXN SMILES: [C:33]([BH3-:34])#[N:35].[CH2:1]([c:2]1[cH:3][cH:4][cH:5][cH:6][cH:7]1)[O:8][CH2:9][CH:10]([CH2:11][NH2:12])[OH:13].[CH3:37][OH:38].[Na+:36].[O:14]=[C:15]([CH2:16][O:17][c:18]1[cH:19][cH:20][c:21]([CH2:22][CH:23]2[C:24](=[O:29])[NH:25][C:26](=[O:28])[S:27]2)[cH:30][cH:31]1)[CH3:32]>>[CH2:1]([c:2]1[cH:3][cH:4][cH:5][cH:6][cH:7]1)[O:8][CH2:9][CH:10]([CH2:11][NH:12][CH:15]([CH2:16][O:17][c:18]1[cH:19][cH:20][c:21]([CH2:22][CH:23]2[C:24](=[O:29])[NH:25][C:26](=[O:28])[S:27]2)[cH:30][cH:31]1)[CH3:32])[OH:13]. Product: CC(COc1ccc(CC2SC(=O)NC2=O)cc1)NCC(O)COCc1ccccc1. Starting materials: C(C)(=O)OCC.CCCCCC (ethyl acetate hexane), BrC1=C(SC(=C1C)C1=CC=C(C=C1)OC)C1OCCO1 (2-[3-Bromo-5-(4-methoxyphenyl)-4-methylthien-2-yl]-1,3-dioxolane), COC=1C=C(C=CC1)B(O)O (3-methoxyphenylboronic acid), C(=O)([O-])[O-].[K+].[K+] (K2CO3). The reagents and catalysts are C1=CC=C(C=C1)P([C-]2C=CC=C2)C3=CC=CC=C3.C1=CC=C(C=C1)P([C-]2C=CC=C2)C3=CC=CC=C3.Cl[Pd]Cl.[Fe+2] ([1,1′-bis(diphenylphosphino)ferrocene]dichloropalladium). Run in C(OC)COC (dimethoxyethane). Conditions: temperature 75 celsius, time 8 hour. The product is COC=1C=C(C=CC1)C1=C(SC(=C1C)C1=CC=C(C=C1)OC)C1OCCO1 (2-[3-(3-Methoxyphenyl)-5-(4-methoxyphenyl)-4-methylthien-2-yl]-1,3-dioxolane). The yield is 94.1%. RXN SMILES: Br[C:2]1[C:6]([CH3:7])=[C:5]([C:8]2[CH:13]=[CH:12][C:11]([O:14][CH3:15])=[CH:10][CH:9]=2)[S:4][C:3]=1[CH:16]1[O:20][CH2:19][CH2:18][O:17]1.[CH3:21][O:22][C:23]1[CH:24]=[C:25](B(O)O)[CH:26]=[CH:27][CH:28]=1.C([O-])([O-])=O.[K+].[K+].C(OCC)(=O)C.CCCCCC>C(COC)OC.C1C=CC(P(C2C=CC=CC=2)[C-]2C=CC=C2)=CC=1.C1C=CC(P(C2C=CC=CC=2)[C-]2C=CC=C2)=CC=1.Cl[Pd]Cl.[Fe+2]>[CH3:21][O:22][C:23]1[CH:28]=[C:27]([C:2]2[C:6]([CH3:7])=[C:5]([C:8]3[CH:13]=[CH:12][C:11]([O:14][CH3:15])=[CH:10][CH:9]=3)[S:4][C:3]=2[CH:16]2[O:20][CH2:19][CH2:18][O:17]2)[CH:26]=[CH:25][CH:24]=1 |f:2.3.4,5.6,8.9.10.11|. Reported procedure: 2-[3-Bromo-5-(4-methoxyphenyl)-4-methylthien-2-yl]-1,3-dioxolane (7.0 g, 20 mmol), 3-methoxyphenylboronic acid (3.3 g, 22 mmol), K2CO3 (9.1 g, 66 mmol) and [1,1′-bis(diphenylphosphino)ferrocene]dichloropalladium [II] (0.8 g, 1 mmol) were combined in 20% aqueous dimethoxyethane (80 mL) and heated at 75° C. After 8 h, the cooled mixture was filtered through Celite and washed with ethyl acetate (200 mL). The filtrate was washed with 1 N aqueous NaOH and brine (200 mL each), dried (K2CO3) and concen... Reactants: C1COCCN1, C1CCOC1, Cc1cc(-c2ccc(C(F)(F)F)cc2)cc(-c2cccc(-c3cccc(S(=O)(=O)Cl)c3)n2)n1, CCOC(C)=O. Yields the product Cc1cc(-c2ccc(C(F)(F)F)cc2)cc(-c2cccc(-c3cccc(S(=O)(=O)N4CCOCC4)c3)n2)n1. Reaction SMILES: [CH2:34]1[CH2:35][O:36][CH2:37][CH2:38][NH:39]1.[CH2:40]1[O:41][CH2:42][CH2:43][CH2:44]1.[CH3:1][c:2]1[cH:3][c:4](-[c:24]2[cH:25][cH:26][c:27]([C:30]([F:31])([F:32])[F:33])[cH:28][cH:29]2)[cH:5][c:6](-[c:8]2[n:9][c:10](-[c:14]3[cH:15][c:16]([S:20](=[O:21])(=[O:22])[Cl:23])[cH:17][cH:18][cH:19]3)[cH:11][cH:12][cH:13]2)[n:7]1.[CH3:45][CH2:46][O:47][C:48]([CH3:49])=[O:50]>>[CH3:1][c:2]1[cH:3][c:4](-[c:24]2[cH:25][cH:26][c:27]([C:30]([F:31])([F:32])[F:33])[cH:28][cH:29]2)[cH:5][c:6](-[c:8]2[n:9][c:10](-[c:14]3[cH:15][c:16]([S:20](=[O:21])(=[O:22])[N:39]4[CH2:34][CH2:35][O:36][CH2:37][CH2:38]4)[cH:17][cH:18][cH:19]3)[cH:11][cH:12][cH:13]2)[n:7]1. Starting materials: CCCCCCc1ccc(-c2cnc(-c3ccc4cc(OC(C)=O)ccc4c3)s2)cc1, CCO, [K+], [OH-], O. Yields the product CCCCCCc1ccc(-c2cnc(-c3ccc4cc(O)ccc4c3)s2)cc1. Reaction SMILES: [C:1](=[O:2])([CH3:3])[O:4][c:5]1[cH:6][c:7]2[cH:8][cH:9][c:10](-[c:15]3[s:16][c:17](-[c:20]4[cH:21][cH:22][c:23]([CH2:26][CH2:27][CH2:28][CH2:29][CH2:30][CH3:31])[cH:24][cH:25]4)[cH:18][n:19]3)[cH:11][c:12]2[cH:13][cH:14]1.[CH3:35][CH2:36][OH:37].[K+:33].[OH-:32].[OH2:34]>>[OH:4][c:5]1[cH:6][c:7]2[cH:8][cH:9][c:10](-[c:15]3[s:16][c:17](-[c:20]4[cH:21][cH:22][c:23]([CH2:26][CH2:27][CH2:28][CH2:29][CH2:30][CH3:31])[cH:24][cH:25]4)[cH:18][n:19]3)[cH:11][c:12]2[cH:13][cH:14]1. The reactants are BrC=1C=2C3=C(N(C2C=CC1)C)C(N(N=C3CC(=O)O)C3=CC=CC=C3)=O (9-bromo-5-methyl-4-oxo-3-phenyl-3,5-dihydro-4H-pyridazino[4,5-b]indole-1-acetic acid), C(=O)(N1C=NC=C1)N1C=NC=C1 (1,1′-carbonylbis-1H-imidazole), N1CCCC1 (pyrrolidine). The solvent is O (water). Product: BrC=1C=2C3=C(N(C2C=CC1)C)C(N(N=C3CC(=O)N3CCCC3)C3=CC=CC=C3)=O (1-[2-(9-Bromo-5-methyl-4-oxo-3-phenyl-3,5-dihydro-4H-pyridazino[4,5-b]indol-1-yl)-1-oxoethyl]pyrrolidine). RXN SMILES: [Br:1][C:2]1[C:3]2[C:4]3[C:15]([CH2:16][C:17](O)=[O:18])=[N:14][N:13]([C:20]4[CH:25]=[CH:24][CH:23]=[CH:22][CH:21]=4)[C:12](=[O:26])[C:5]=3[N:6]([CH3:11])[C:7]=2[CH:8]=[CH:9][CH:10]=1.C(N1C=CN=C1)(N1C=CN=C1)=O.[NH:39]1[CH2:43][CH2:42][CH2:41][CH2:40]1>O>[Br:1][C:2]1[C:3]2[C:4]3[C:15]([CH2:16][C:17]([N:39]4[CH2:43][CH2:42][CH2:41][CH2:40]4)=[O:18])=[N:14][N:13]([C:20]4[CH:21]=[CH:22][CH:23]=[CH:24][CH:25]=4)[C:12](=[O:26])[C:5]=3[N:6]([CH3:11])[C:7]=2[CH:8]=[CH:9][CH:10]=1. Procedure: The preparation is carried out as in Example 3.2, from 3.1 g (7.5 mmol) of 9-bromo-5-methyl-4-oxo-3-phenyl-3,5-dihydro-4H-pyridazino[4,5-b]indole-1-acetic acid, from 1.4 g of 1,1′-carbonylbis-1H-imidazole and from 0.7 ml of pyrrolidine. After reaction, water is added and the precipitate is collected by filtration and dried under reduced pressure. It is recrystallized from propan-2-ol and washed with ether and pentane. It is dried under reduced pressure. 2.3 g (4.9 mmol) of solid are obtained. The product is CC(=O)Nc1cc(C)c(C2CO2)cc1C. The reactants are [BH4-], CC(=O)Nc1cc(C)c(C(=O)CBr)cc1C, CC(=O)O, CCO, [Na+], O. As a reaction SMILES: [BH4-:17].[Br:1][CH2:2][C:3](=[O:4])[c:5]1[cH:6][c:7]([CH3:16])[c:8]([NH:9][C:10]([CH3:11])=[O:12])[cH:13][c:14]1[CH3:15].[CH3:19][C:20](=[O:21])[OH:22].[CH3:24][CH2:25][OH:26].[Na+:18].[OH2:23]>>[CH2:2]1[CH:3]([c:5]2[cH:6][c:7]([CH3:16])[c:8]([NH:9][C:10]([CH3:11])=[O:12])[cH:13][c:14]2[CH3:15])[O:4]1. Reactants: ClC(C(O)O)(Cl)Cl (2,2,2-Trichloro-1,1-ethanediol), C=1(C(=CC=CC1)C(=O)N)C (o-toluamide). Product: CC1=C(C(=O)NC(C(Cl)(Cl)Cl)O)C=CC=C1 (2-methyl-N-(2,2,2-trichloro-1-hydroxyethyl)benzamide). RXN SMILES: [Cl:1][C:2]([Cl:7])([Cl:6])[CH:3](O)[OH:4].[C:8]1([CH3:17])[C:9]([C:14]([NH2:16])=[O:15])=[CH:10][CH:11]=[CH:12][CH:13]=1>>[CH3:17][C:8]1[CH:13]=[CH:12][CH:11]=[CH:10][C:9]=1[C:14]([NH:16][CH:3]([OH:4])[C:2]([Cl:7])([Cl:6])[Cl:1])=[O:15]. Procedure details: 2,2,2-Trichloro-1,1-ethanediol and o-toluamide were processed as described in Example 37C to provide the desired product. Starting materials: C(C)OP(=O)(OCC)CC(=O)OC (methyl diethylphosphonoacetate), C[O-].[Na+] (sodium methoxide), CC(CC)=O (2-butanone). The solvent is O (H2O). Run at time 8 hour. Yields the product COC(C=C(CC)C)=O (methyl-3-methylpent-2-enoate). Reaction SMILES: C(OP([CH2:9][C:10]([O:12][CH3:13])=[O:11])(OCC)=O)C.C[O-].[Na+].[CH3:17][C:18](=O)[CH2:19][CH3:20]>O>[CH3:13][O:12][C:10](=[O:11])[CH:9]=[C:18]([CH3:17])[CH2:19][CH3:20] |f:1.2|. Reported procedure: To a 0° C. mixture of methyl diethylphosphonoacetate (12.7 ml, 69.3 mmol) and sodium methoxide (13.0 ml, 69.3 mmol) was added dropwise 2-butanone (5.81 ml, 69.3 mmol) over 30 min. After the addition, the mixture warmed to rt and stirred overnight. To the reaction was added 20 mL of H2O. The mixture was extracted with EtOAc (3 times). The combined organics were dried with MgSO4, filtered, and concentrated. The crude oil was distilled at 110° C. at 35 mmHg to give the desired product.